Task: describe an organic reaction: reactants, conditions, products, and yield. Dataset: the Open Reaction Database (ORD), a public repository of structured organic reaction records Starting materials: [N+](=O)([O-])C=1C=CC=C2C=C(C=NC12)N1CCN2CCC1CC2 (4-(8-nitroquinolin-3-yl)-1,4-diazabicyclo[3.2.2]nonane). Reagents/catalysts: [Fe] (iron). Solvent: O (water), C(C)(=O)O (acetic acid). Run at temperature 40 celsius. Yields the product NC=1C=CC=C2C=C(C=NC12)N1CCN2CCC1CC2 (4-(8-Aminoquinolin-3-yl)-1,4-diazabicyclo[3.2.2]nonane). Reaction SMILES: [N+:1]([C:4]1[CH:5]=[CH:6][CH:7]=[C:8]2[C:13]=1[N:12]=[CH:11][C:10]([N:14]1[CH:20]3[CH2:21][CH2:22][N:17]([CH2:18][CH2:19]3)[CH2:16][CH2:15]1)=[CH:9]2)([O-])=O>O.C(O)(=O)C.[Fe]>[NH2:1][C:4]1[CH:5]=[CH:6][CH:7]=[C:8]2[C:13]=1[N:12]=[CH:11][C:10]([N:14]1[CH:20]3[CH2:19][CH2:18][N:17]([CH2:22][CH2:21]3)[CH2:16][CH2:15]1)=[CH:9]2. Reported procedure: 0.8 g (2.7 mmol) of 4-(8-nitroquinolin-3-yl)-1,4-diazabicyclo[3.2.2]nonane, in suspension in a mixture of 8 ml of water and 4 ml of acetic acid, is introduced into a 25 ml three-necked round-bottomed flask and the suspension is heated at 40° C.; 0.43 g (7.7 mmol) of iron are then added, in two portions, and the mixture is heated at 50° C. for 1 h. Reactants: C1(=CC=CC=C1)C(CC)(C1=CC=CC=C1)C1=CC(=NC=C1)C(=O)N (4-(1,1-diphenylpropyl)-picolinamide), [OH-].[K+] (potassium hydroxide). Solvent: C(C)O (ethanol). Product: C1(=CC=CC=C1)C(CC)(C1=CC=CC=C1)C1=CC(=NC=C1)C(=O)O (4-(1,1-Diphenylpropyl)-Picolinic Acid). RXN SMILES: [C:1]1([C:7]([C:16]2[CH:21]=[CH:20][N:19]=[C:18]([C:22](N)=[O:23])[CH:17]=2)([C:10]2[CH:15]=[CH:14][CH:13]=[CH:12][CH:11]=2)[CH2:8][CH3:9])[CH:6]=[CH:5][CH:4]=[CH:3][CH:2]=1.[OH-:25].[K+]>C(O)C>[C:10]1([C:7]([C:16]2[CH:21]=[CH:20][N:19]=[C:18]([C:22]([OH:25])=[O:23])[CH:17]=2)([C:1]2[CH:6]=[CH:5][CH:4]=[CH:3][CH:2]=2)[CH2:8][CH3:9])[CH:11]=[CH:12][CH:13]=[CH:14][CH:15]=1 |f:1.2|. Procedure: Dissolve 3.8 g. of 4-(1,1-diphenylpropyl)-picolinamide in 50 ml. of ethanol, add 100 ml. of 10% aqueous potassium hydroxide and heat the resulting mixture at reflux overnight. Remove the ethanol under reduced pressure, add water to the residue and adjust to about pH 5 with 10% aqueous hydrochloric acid. Filter the resulting solid and crystallize the precipitate from ethanol to obtain thereby the compound of this example, yield -- 1.6 g., m.p. 191°-193° C. Reactants: BrCCCCl (1-Bromo-3-chloropropane), C(C)(=O)OCC (ethyl acetate), [H-].[Na+] (sodium hydride), COC1=C(C=C(C=C1)OC)C1SC2=C(N(C1=O)C)C=CC=C2 (3,4-dihydro-2-(2,5-dimethoxyphenyl)-4-methyl-3-oxo-2H-1,4-benzothiazine). Run in CN(C=O)C (dimethylformamide), O (water), CN(C=O)C (dimethylformamide), CN(C=O)C (dimethylformamide). Conditions: time 20 minute. Yields the product ClCCCC1(SC2=C(N(C1=O)C)C=CC=C2)C2=C(C=CC(=C2)OC)OC (2-(3-Chloropropyl)-3,4-dihydro-2-(2,5-dimethoxyphenyl)-4-methyl-3-oxo-2H-1,4-benzothiazine). Isolated yield 86.9%. Reaction SMILES: [H-].[Na+].[CH3:3][O:4][C:5]1[CH:10]=[CH:9][C:8]([O:11][CH3:12])=[CH:7][C:6]=1[CH:13]1[C:18](=[O:19])[N:17]([CH3:20])[C:16]2[CH:21]=[CH:22][CH:23]=[CH:24][C:15]=2[S:14]1.Br[CH2:26][CH2:27][CH2:28][Cl:29].C(OCC)(=O)C>CN(C)C=O.O>[Cl:29][CH2:28][CH2:27][CH2:26][C:13]1([C:6]2[CH:7]=[C:8]([O:11][CH3:12])[CH:9]=[CH:10][C:5]=2[O:4][CH3:3])[C:18](=[O:19])[N:17]([CH3:20])[C:16]2[CH:21]=[CH:22][CH:23]=[CH:24][C:15]=2[S:14]1 |f:0.1|. Reported procedure: To a stirred suspension of 60% sodium hydride (0.7 g) in anhydrous dimethylformamide (10 ml), 3,4-dihydro-2-(2,5-dimethoxyphenyl)-4-methyl-3-oxo-2H-1,4-benzothiazine (5.0 g) dissolved in anhydrous dimethylformamide (15 ml) is added under nitrogen atmosphere and ice-cooling, and the mixture is stirred for 20 minutes at room temperature. 1-Bromo-3-chloropropane (3.0 g) dissolved in dimethylformamide (5 ml) is added to a reaction mixture, and the mixture is stirred for 1.5 hours at 50° C. The mixtu...